Task: describe an organic reaction: reactants, conditions, products, and yield. Dataset: the Open Reaction Database (ORD), a public repository of structured organic reaction records Starting materials: BrCc1ccccc1, CC(C)=O, COC(=O)c1cc(C=O)c(I)[nH]1, [K+], [K+], O=C([O-])[O-]. Product: COC(=O)c1cc(C=O)c(I)n1Cc1ccccc1. As a reaction SMILES: [Br:19][CH2:20][c:21]1[cH:22][cH:23][cH:24][cH:25][cH:26]1.[CH3:27][C:28](=[O:29])[CH3:30].[CH:1](=[O:2])[c:3]1[cH:4][c:5]([C:9](=[O:10])[O:11][CH3:12])[nH:6][c:7]1[I:8].[K+:13].[K+:14].[O-:15][C:16]([O-:17])=[O:18]>>[CH:1](=[O:2])[c:3]1[cH:4][c:5]([C:9](=[O:10])[O:11][CH3:12])[n:6]([CH2:20][c:21]2[cH:22][cH:23][cH:24][cH:25][cH:26]2)[c:7]1[I:8]. The reactants are C, C, NO, OCC(O)c1ccccc1. The product is O=C(O)c1ccccc1. Reaction SMILES: [C:13].[C:14].[NH2:1][OH:2].[c:3]1([CH:9]([CH2:10][OH:11])[OH:12])[cH:4][cH:5][cH:6][cH:7][cH:8]1>>[OH:2][C:9]([c:3]1[cH:4][cH:5][cH:6][cH:7][cH:8]1)=[O:12].